Dataset: the Open Reaction Database (ORD), a public repository of structured organic reaction records. Task: describe an organic reaction: reactants, conditions, products, and yield Starting materials: C(C)(C)(C)C=1C=C(C(=O)OC)C=C(C1)CO (Methyl 3-tert-butyl-5-hydroxymethylbenzoate), CI (methyl iodide), O=O (O2). Yields the product C(C)(C)(C)C=1C=C(C=C(C1)COC)C(C)=O (1-(3-tert-Butyl-5-methoxymethylphenyl)ethanone). As a reaction SMILES: [C:1]([C:5]1[CH:6]=[C:7]([CH:12]=[C:13]([CH2:15][OH:16])[CH:14]=1)[C:8]([O:10][CH3:11])=O)([CH3:4])([CH3:3])[CH3:2].[CH3:17]I.O=O>>[C:1]([C:5]1[CH:14]=[C:13]([C:15](=[O:16])[CH3:17])[CH:12]=[C:7]([CH2:8][O:10][CH3:11])[CH:6]=1)([CH3:4])([CH3:3])[CH3:2]. Procedure: Methyl 3-tert-butyl-5-hydroxymethylbenzoate was reacted with methyl iodide analogously to O5.043, and converted to the title compound analogously to the sequence O4.008 to O2.008. 1.54 g were obtained. Starting materials: OC1CCN(CC1)CCNC([C@@H](C[C@@H]([C@H](C[C@H](CC1=CC(=C(C=C1)OC)OCCCOC)C(C)C)NC(=O)OC(C)(C)C)O)C)=O (5(S)-tert-butoxycarbonylamino-4(S)-hydroxy-7(S)-isopropyl-2(R)-methyl-8-[4-methoxy-3-(3-methoxypropyloxy)-phenyl]-octanoic acid N-[2-(4-hydroxy-piperidin-1-yl)-ethyl]-amide), Cl (hydrochloric acid). Run in O1CCOCC1 (dioxane). Reaction conditions: temperature 0 celsius, time 2 hour. The product is Cl.Cl.OC1CCN(CC1)CCNC([C@@H](C[C@@H]([C@H](C[C@H](CC1=CC(=C(C=C1)OC)OCCCOC)C(C)C)N)O)C)=O (5(S)-Amino-4(S)-hydroxy-7(S)-isopropyl-2(R)-methyl-8-[4-methoxy-3-(3-methoxypropyloxy)-phenyl]-octanoic acid N-[2-(4-hydroxypiperidin-1-yl)ethyl]amide dihydrochloride). RXN SMILES: [OH:1][CH:2]1[CH2:7][CH2:6][N:5]([CH2:8][CH2:9][NH:10][C:11](=[O:46])[C@H:12]([CH3:45])[CH2:13][C@H:14]([OH:44])[C@@H:15]([NH:36]C(OC(C)(C)C)=O)[CH2:16][C@@H:17]([CH:33]([CH3:35])[CH3:34])[CH2:18][C:19]2[CH:24]=[CH:23][C:22]([O:25][CH3:26])=[C:21]([O:27][CH2:28][CH2:29][CH2:30][O:31][CH3:32])[CH:20]=2)[CH2:4][CH2:3]1.[ClH:47]>O1CCOCC1>[ClH:47].[ClH:47].[OH:1][CH:2]1[CH2:3][CH2:4][N:5]([CH2:8][CH2:9][NH:10][C:11](=[O:46])[C@H:12]([CH3:45])[CH2:13][C@H:14]([OH:44])[C@@H:15]([NH2:36])[CH2:16][C@@H:17]([CH:33]([CH3:35])[CH3:34])[CH2:18][C:19]2[CH:24]=[CH:23][C:22]([O:25][CH3:26])=[C:21]([O:27][CH2:28][CH2:29][CH2:30][O:31][CH3:32])[CH:20]=2)[CH2:6][CH2:7]1 |f:3.4.5|. Procedure: 100 mg of 5(S)-tert-butoxycarbonylamino-4(S)-hydroxy-7(S)-isopropyl-2(R)-methyl-8-[4-methoxy-3-(3-methoxypropyloxy)-phenyl]-octanoic acid N-[2-(4-hydroxy-piperidin-1-yl)-ethyl]-amide are dissolved in 3 ml of 4N hydrochloric acid in dioxane at 0° C., and the mixture is stirred for 2 hours at 0° C. The reaction mixture is lyophilised and the title compound is obtained: Rf (dichloromethane/methanol=8:2)=0.08; HPLC Rt =8.85 minutes; FAB-MS (M+H)+ =552.